This data is from the Open Reaction Database (ORD), a public repository of structured organic reaction records. The task is: describe an organic reaction: reactants, conditions, products, and yield RXN SMILES: [C:64]([O-:65])(=[O:66])[CH3:67].[C:69]([O-:70])(=[O:71])[CH3:72].[CH2:2]([c:3]1[cH:4][cH:5][cH:6][cH:7][cH:8]1)[Mg+:9].[CH3:58][CH2:59][O:60][C:61](=[O:62])[CH3:63].[Cl-:1].[Cl-:51].[Cl:10][c:11]1[n:12][n:13][c:14]([CH2:25][c:26]2[cH:27][cH:28][n:29][cH:30][cH:31]2)[c:15]2[cH:16][c:17]([O:23][CH3:24])[c:18]([O:21][CH3:22])[cH:19][c:20]12.[NH4+:52].[O:53]1[CH2:54][CH2:55][CH2:56][CH2:57]1.[Pd+2:68].[c:32]1([P:33]([c:34]2[cH:35][cH:36][cH:37][cH:38][cH:39]2)[c:40]2[cH:41][cH:42][cH:43][cH:44][cH:45]2)[cH:46][cH:47][cH:48][cH:49][cH:50]1>>[CH2:2]([c:3]1[cH:4][cH:5][cH:6][cH:7][cH:8]1)[c:11]1[n:12][n:13][c:14]([CH2:25][c:26]2[cH:27][cH:28][n:29][cH:30][cH:31]2)[c:15]2[cH:16][c:17]([O:23][CH3:24])[c:18]([O:21][CH3:22])[cH:19][c:20]12. The product is COc1cc2c(Cc3ccccc3)nnc(Cc3ccncc3)c2cc1OC. Starting materials: CC(=O)[O-], CC(=O)[O-], [Mg+]Cc1ccccc1, CCOC(C)=O, [Cl-], [Cl-], COc1cc2c(Cl)nnc(Cc3ccncc3)c2cc1OC, [NH4+], C1CCOC1, [Pd+2], c1ccc(P(c2ccccc2)c2ccccc2)cc1. Reactants: C(C)(C)(C)OC(=O)N1[C@@H](CCC1)C=1NC(=C(C(C1C(=O)OCC)C1=CC=C(C=C1)C)C(=O)OCC)CCC1=CC=C(C=C1)F (diethyl 2-[(2S)-1-(tert-butoxycarbonyl)pyrrolidinyl]-6-[2-(4-fluorophenyl)ethyl]-4-(4-methylphenyl)-1,4-dihydro-3,5-pyridinedicarboxylate), FC(C(=O)O)(F)F (trifluoroacetic acid). Run in ClCCl (dichloromethane). Conditions: time 20 minute. The product is FC1=CC=C(C=C1)CCC=1C(=C(C2=C([C@@H]3CCCN3C2=O)N1)C1=CC=C(C=C1)C)C(=O)OCC (Ethyl (9aS)-2[2-(4-fluorophenyl)ethyl]-4-(4-methylphenyl)-5-oxo-7,8,9,9a-tetrahydro-5H-pyrido[2,3-a]pyrrolizine-3-carboxylate). Yield: 27.3%. Reaction SMILES: C(OC([N:8]1[CH2:12][CH2:11][CH2:10][C@H:9]1[C:13]1[NH:14][C:15]([CH2:36][CH2:37][C:38]2[CH:43]=[CH:42][C:41]([F:44])=[CH:40][CH:39]=2)=[C:16]([C:31]([O:33][CH2:34][CH3:35])=[O:32])[CH:17]([C:24]2[CH:29]=[CH:28][C:27]([CH3:30])=[CH:26][CH:25]=2)[C:18]=1[C:19](OCC)=[O:20])=O)(C)(C)C.FC(F)(F)C(O)=O>ClCCl>[F:44][C:41]1[CH:42]=[CH:43][C:38]([CH2:37][CH2:36][C:15]2[C:16]([C:31]([O:33][CH2:34][CH3:35])=[O:32])=[C:17]([C:24]3[CH:29]=[CH:28][C:27]([CH3:30])=[CH:26][CH:25]=3)[C:18]3[C:19](=[O:20])[N:8]4[C@@H:9]([CH2:10][CH2:11][CH2:12]4)[C:13]=3[N:14]=2)=[CH:39][CH:40]=1. Procedure: To the flask containing crude diethyl 2-[(2S)-1-(tert-butoxycarbonyl)pyrrolidinyl]-6-[2-(4-fluorophenyl)ethyl]-4-(4-methylphenyl)-1,4-dihydro-3,5-pyridinedicarboxylate (B, 1.0 mmol), 14.2 ml premixed trifluoroacetic acid and dichloromethane (10 ml/4.2 ml) were added. The resulting mixture was stirred at room temperature for 20 minutes. The solvents were removed in vacuo. The resulting residue was dissolved in a 30 ml mixture of triethylamine and dichloromethane (10 ml/20 ml) and was stirred at r...